This data is from the Open Reaction Database (ORD), a public repository of structured organic reaction records. The task is: describe an organic reaction: reactants, conditions, products, and yield Reactants: CC(=O)OCC1OC(Oc2n[nH]c(C(C)C)c2Cc2ccc(OCCCN=[N+]=[N-])cc2)C(OC(C)=O)C(OC(C)=O)C1OC(C)=O, C, C1CCOC1, [Pd]. The product is CC(=O)OCC1OC(Oc2n[nH]c(C(C)C)c2Cc2ccc(OCCCN)cc2)C(OC(C)=O)C(OC(C)=O)C1OC(C)=O. As a reaction SMILES: [C:1]([CH3:2])(=[O:3])[O:4][CH:5]1[CH:6]([O:24][c:25]2[n:26][nH:27][c:28]([CH:44]([CH3:45])[CH3:46])[c:29]2[CH2:30][c:31]2[cH:32][cH:33][c:34]([O:37][CH2:38][CH2:39][CH2:40][N:41]=[N+:42]=[N-:43])[cH:35][cH:36]2)[O:7][CH:8]([CH2:19][O:20][C:21]([CH3:22])=[O:23])[CH:9]([O:15][C:16]([CH3:17])=[O:18])[CH:10]1[O:11][C:12]([CH3:13])=[O:14].[C:52].[O:47]1[CH2:48][CH2:49][CH2:50][CH2:51]1.[Pd:53]>>[C:1]([CH3:2])(=[O:3])[O:4][CH:5]1[CH:6]([O:24][c:25]2[n:26][nH:27][c:28]([CH:44]([CH3:45])[CH3:46])[c:29]2[CH2:30][c:31]2[cH:32][cH:33][c:34]([O:37][CH2:38][CH2:39][CH2:40][NH2:41])[cH:35][cH:36]2)[O:7][CH:8]([CH2:19][O:20][C:21]([CH3:22])=[O:23])[CH:9]([O:15][C:16]([CH3:17])=[O:18])[CH:10]1[O:11][C:12]([CH3:13])=[O:14]. Starting materials: C1CCOC1, Nc1ccc2cccc(OCCCO)c2n1, Cc1ccc2cccc(O)c2n1. Yields the product Cc1ccc2cccc(OCCCOc3cccc4ccc(N)nc34)c2n1. As a reaction SMILES: [CH2:29]1[O:30][CH2:31][CH2:32][CH2:33]1.[NH2:13][c:14]1[n:15][c:16]2[c:17]([O:24][CH2:25][CH2:26][CH2:27][OH:28])[cH:18][cH:19][cH:20][c:21]2[cH:22][cH:23]1.[OH:1][c:2]1[cH:3][cH:4][cH:5][c:6]2[cH:7][cH:8][c:9]([CH3:12])[n:10][c:11]12>>[O:1]([c:2]1[cH:3][cH:4][cH:5][c:6]2[cH:7][cH:8][c:9]([CH3:12])[n:10][c:11]12)[CH2:27][CH2:26][CH2:25][O:24][c:17]1[c:16]2[n:15][c:14]([NH2:13])[cH:23][cH:22][c:21]2[cH:20][cH:19][cH:18]1. Reactants: BrCCCCCCCCCCC(=O)O (11-bromoundecanoic acid), C(CCCCCCCCC)S (n-decanthiol), C[O-].[Na+] (sodium methoxide). Run in CO (methanol). Product: C(CCCCCCCCC)CCCCCCCCCCC(=S)O (11-decylthioundecanoic acid). Isolated yield 82.4%. As a reaction SMILES: Br[CH2:2][CH2:3][CH2:4][CH2:5][CH2:6][CH2:7][CH2:8][CH2:9][CH2:10][CH2:11][C:12](O)=O.[CH2:15]([SH:25])[CH2:16][CH2:17][CH2:18][CH2:19][CH2:20][CH2:21][CH2:22][CH2:23][CH3:24].C[O-:27].[Na+]>CO>[CH2:3]([CH2:2][CH2:24][CH2:23][CH2:22][CH2:21][CH2:20][CH2:19][CH2:18][CH2:17][CH2:16][C:15]([OH:27])=[S:25])[CH2:4][CH2:5][CH2:6][CH2:7][CH2:8][CH2:9][CH2:10][CH2:11][CH3:12] |f:2.3|. Reported procedure: In a 3000 ml flask equipped with a stirrer and a condenser were charged 132 g of 11-bromoundecanoic acid, 91.5 g of n-decanthiol, 59.4 g of sodium methoxide (28% methanol solution) and 1500 ml of methanol, and the mixture was refluxed for 12 hours. After completion of the reaction, the reaction mixture was cooled to room temperature, precipitated crystals were collected by filtration under reduced pressure and the resulting crystals were washed with methanol. The resulting crystals were suspende... Reactants: NC1=CC=C(C=C1)N1N=C(C=C1C#N)C=1C=NC=CC1 (1-(4-aminophenyl)-3-(3-pyridyl)-5-cyanopyrazole), ClC1=C(C=O)C(=CC=C1)F (2-chloro-6-fluorobenzaldehyde), C(#N)[BH3-].[Na+] (sodium cyanoborohydride). The solvent is C(C)(=O)O (acetic acid), CO (MeOH). Conditions: time 16 hour. Product: ClC1=C(CNC2=CC=C(C=C2)N2N=C(C=C2C#N)C=2C=NC=CC2)C(=CC=C1)F ((2-Chloro-6-fluorobenzyl)-[4-(5-cyano-3-pyridin-3-yl-pyrazol-1-yl)phenyl]amine). The yield is 51.0%. RXN SMILES: [NH2:1][C:2]1[CH:7]=[CH:6][C:5]([N:8]2[C:12]([C:13]#[N:14])=[CH:11][C:10]([C:15]3[CH:16]=[N:17][CH:18]=[CH:19][CH:20]=3)=[N:9]2)=[CH:4][CH:3]=1.[Cl:21][C:22]1[CH:29]=[CH:28][CH:27]=[C:26]([F:30])[C:23]=1[CH:24]=O.C([BH3-])#N.[Na+]>C(O)(=O)C.CO>[Cl:21][C:22]1[CH:29]=[CH:28][CH:27]=[C:26]([F:30])[C:23]=1[CH2:24][NH:1][C:2]1[CH:3]=[CH:4][C:5]([N:8]2[C:12]([C:13]#[N:14])=[CH:11][C:10]([C:15]3[CH:16]=[N:17][CH:18]=[CH:19][CH:20]=3)=[N:9]2)=[CH:6][CH:7]=1 |f:2.3|. Procedure details: To a stirred solution of 1-(4-aminophenyl)-3-(3-pyridyl)-5-cyanopyrazole (130 mg, 0.5 mmol) in acetic acid (2 mL) and MeOH (6 mL) at room temperature was added 2-chloro-6-fluorobenzaldehyde (79 mg, 0.5 mmol), followed by sodium cyanoborohydride (79 mg, 1.25 mmol). The reaction mixture was stirred at room temperature for 16 h and then concentrated under a stream of nitrogen. The residue was diluted with water, extracted into ethyl acetate, washed with sodium bicarbonate solution and water, and dr... Reactants: C(C)(=O)OC(C)=O (acetic anhydride), C1(=CC=CC=C1)CON(C(=O)OCC(Cl)(Cl)Cl)C[C@H]1C[C@@H](CO1)SC(C)=O (Ethanethioic acid trans-(±)-S-[tetrahydro-5-[[(phenylmethoxy)[(2,2,2-trichloroethoxy)carbonyl]amino]methyl]-3-furanyl]ester). Reagents/catalysts: [Zn] (zinc). The solvent is C(C)(=O)OCC (ethyl acetate), C(C)(=O)O (acetic acid). Reaction conditions: time 10 minute. Yields the product C(C)(=O)N(OCC1=CC=CC=C1)C[C@H]1C[C@@H](CO1)SC(C)=O (Ethanethioic acid trans-(±)-S-[5-[[Acetyl(phenylmethoxy)amino]methyl]tetrahydro-3-furanyl]ester). RXN SMILES: [C:1]1([CH2:7][O:8][N:9]([CH2:18][C@@H:19]2[O:23][CH2:22][C@@H:21]([S:24][C:25](=[O:27])[CH3:26])[CH2:20]2)[C:10](OCC(Cl)(Cl)Cl)=[O:11])[CH:6]=[CH:5][CH:4]=[CH:3][CH:2]=1.[C:28](OC(=O)C)(=O)C>C(O)(=O)C.C(OCC)(=O)C.[Zn]>[C:10]([N:9]([CH2:18][C@@H:19]1[O:23][CH2:22][C@@H:21]([S:24][C:25](=[O:27])[CH3:26])[CH2:20]1)[O:8][CH2:7][C:1]1[CH:6]=[CH:5][CH:4]=[CH:3][CH:2]=1)(=[O:11])[CH3:28]. Procedure: To a room temperature solution, under argon, of 0.188 g of product from Example 71 in 2.3 ml of glacial acetic acid is added 0.269 g of zinc dust. The reaction is stirred 10 minutes and 155 microliter of acetic anhydride is added. The reaction is stirred at room temperature overnight, diluted with ethyl acetate and filtered. The filtrate is concentrated in vacuo to give 0.110 g of the desired product. The reactants are Cl (hydrochloric acid), CC1=NC(=CC(=C1I)NCC1=CC=C(C=C1)C1=C(C=CC=C1)C=1N=NN(N1)C(C1=CC=CC=C1)(C1=CC=CC=C1)C1=CC=CC=C1)C (2,6-dimethyl-3-iodo-4-[(2'-(2-triphenylmethyl-2H-tetrazol-5-yl)biphenyl-4-yl)methylamino]pyridine). The solvent is ClCCl.CO (dichloromethane methanol). Conditions: time 30 minute. Yields the product Cl.CC1=NC(=CC(=C1I)NCC1=CC=C(C=C1)C1=C(C=CC=C1)C1=NN=NN1)C (2,6-dimethyl-3-iodo-4-[(2'-(1H-tetrazol-5-yl)biphenyl-4-yl)methylamino]pyridine hydrochloride). Reaction SMILES: [ClH:1].[CH3:2][C:3]1[C:8]([I:9])=[C:7]([NH:10][CH2:11][C:12]2[CH:17]=[CH:16][C:15]([C:18]3[CH:23]=[CH:22][CH:21]=[CH:20][C:19]=3[C:24]3[N:25]=[N:26][N:27](C(C4C=CC=CC=4)(C4C=CC=CC=4)C4C=CC=CC=4)[N:28]=3)=[CH:14][CH:13]=2)[CH:6]=[C:5]([CH3:48])[N:4]=1>ClCCl.CO>[ClH:1].[CH3:2][C:3]1[C:8]([I:9])=[C:7]([NH:10][CH2:11][C:12]2[CH:13]=[CH:14][C:15]([C:18]3[CH:23]=[CH:22][CH:21]=[CH:20][C:19]=3[C:24]3[NH:25][N:26]=[N:27][N:28]=3)=[CH:16][CH:17]=2)[CH:6]=[C:5]([CH3:48])[N:4]=1 |f:2.3,4.5|. Reported procedure: Concentrated hydrochloric acid (0.5 ml) was added to a suspension of 2,6-dimethyl-3-iodo-4-[(2'-(2-triphenylmethyl-2H-tetrazol-5-yl)biphenyl-4-yl)methylamino]pyridine (A) (215 mg) in dichloromethane/methanol (4 ml) (1:3 v/v) and the mixture stirred for 30 minutes. Volatile material was removed by evaporation and the residue purified by recrystallisation from methanol to give 2,6-dimethyl-3-iodo-4-[(2'-(1H-tetrazol-5-yl)biphenyl-4-yl)methylamino]pyridine hydrochloride as a white solid, m.p. 238°-... Reactants: C(=O)C1=CC=C(C(=O)NC2=CC=NC=C2)C=C1 (4-formyl-N-(4-pyridyl)benzamide), FC1=C(C=CC(=C1)F)[C@@](CN1N=CN=C1)([C@@H](C)SC(CO)CO)O ((2R,3R)-2-(2,4-difluorophenyl)-3-[[1-(hydroxymethyl)-2-hydroxyethyl]thio]-1-(1H-1,2,4-triazol-1-yl)-2-butanol), O.C1(=CC=C(C=C1)S(=O)(=O)O)C (p-toluenesulfonic acid monohydrate). The product is FC1=C(C=CC(=C1)F)[C@]([C@@H](C)S[C@H]1CO[C@@H](OC1)C1=CC=C(C(=O)NC2=CC=NC=C2)C=C1)(CN1N=CN=C1)O (4-[trans-5-[[(1R,2R)-2-(2,4-Difluorophenyl)-2-hydroxy-1-methyl-3-(1H-1,2,4-triazol-1-yl)propyl]thio]-1,3-dioxan-2-yl]-N-(4-pyridyl)benzamide). Yield: 37.4%. RXN SMILES: [CH:1]([C:3]1[CH:17]=[CH:16][C:6]([C:7]([NH:9][C:10]2[CH:15]=[CH:14][N:13]=[CH:12][CH:11]=2)=[O:8])=[CH:5][CH:4]=1)=[O:2].[F:18][C:19]1[CH:24]=[C:23]([F:25])[CH:22]=[CH:21][C:20]=1[C@:26]([OH:41])([C@H:33]([S:35][CH:36]([CH2:39]O)[CH2:37][OH:38])[CH3:34])[CH2:27][N:28]1[CH:32]=[N:31][CH:30]=[N:29]1.O.C1(C)C=CC(S(O)(=O)=O)=CC=1>>[F:18][C:19]1[CH:24]=[C:23]([F:25])[CH:22]=[CH:21][C:20]=1[C@@:26]([OH:41])([CH2:27][N:28]1[CH:32]=[N:31][CH:30]=[N:29]1)[C@H:33]([S:35][C@@H:36]1[CH2:37][O:38][C@@H:1]([C:3]2[CH:4]=[CH:5][C:6]([C:7]([NH:9][C:10]3[CH:11]=[CH:12][N:13]=[CH:14][CH:15]=3)=[O:8])=[CH:16][CH:17]=2)[O:2][CH2:39]1)[CH3:34] |f:2.3|. Procedure details: In the same manner as that described in Example 3(3), a reaction was carried out using 4-formyl-N-(4-pyridyl)benzamide (200 mg, 0.88 mmol), (2R,3R)-2-(2,4-difluorophenyl)-3-[[1-(hydroxymethyl)-2-hydroxyethyl]thio]-1-(1H-1,2,4-triazol-1-yl)-2-butanol (318 mg, 0.88 mmol) and p-toluenesulfonic acid monohydrate (469 mg, 2.5 mmol) and the reaction mixture was treated according to a similar procedure to that described in Example 3(3) to give the trans isomer of the title compound (187 mg, yield 37%) a...